The task is: describe an organic reaction: reactants, conditions, products, and yield. This data is from the Open Reaction Database (ORD), a public repository of structured organic reaction records. Starting materials: NC1=NC=C(C(=N1)C1=CC(=C(N1)C1=C(C=CC(=C1)Cl)CC)C(=O)OCC)Br (Ethyl 5-(2-amino-5-bromopyrimidin-4-yl)-2-(5-chloro-2-ethylphenyl)-1H-pyrrole-3-carboxylate), solution, [OH-].[K+] (potassium hydroxide), CCO (EtOH). Reaction conditions: temperature 5 celsius. Product: NC1=NC=C(C(=N1)C1=CC(=C(N1)C1=C(C=CC(=C1)Cl)CC)C(=O)O)Br (5-(2-Amino-5-bromopyrimidin-4-yl)-2-(5-chloro-2-ethylphenyl)-1H-pyrrole-3-carboxylic acid). The yield is 94.9%. RXN SMILES: [NH2:1][C:2]1[N:7]=[C:6]([C:8]2[NH:12][C:11]([C:13]3[CH:18]=[C:17]([Cl:19])[CH:16]=[CH:15][C:14]=3[CH2:20][CH3:21])=[C:10]([C:22]([O:24]CC)=[O:23])[CH:9]=2)[C:5]([Br:27])=[CH:4][N:3]=1.[OH-].[K+].CCO>>[NH2:1][C:2]1[N:7]=[C:6]([C:8]2[NH:12][C:11]([C:13]3[CH:18]=[C:17]([Cl:19])[CH:16]=[CH:15][C:14]=3[CH2:20][CH3:21])=[C:10]([C:22]([OH:24])=[O:23])[CH:9]=2)[C:5]([Br:27])=[CH:4][N:3]=1 |f:1.2|. Reported procedure: Ethyl 5-(2-amino-5-bromopyrimidin-4-yl)-2-(5-chloro-2-ethylphenyl)-1H-pyrrole-3-carboxylate (400 mg, 0.89 mmol) was treated with a 1.5 M solution of potassium hydroxide in 95% EtOH (11.86 mL, 20 eq) under reflux overnight. After cooling, the residue was concentrated, dissolved in water and washed with DCM. To the aqueous phase cooled to 5° C., a solution of 2 N HCl was added, under agitation. The resultant precipitate was collected by filtration to give the title compound (356 mg, 95%). Starting materials: [N+](=O)([O-])C1=CC=C(S1)C(=O)OCC=C (allyl 5-nitro-2-thiophenecarboxylate), Cl[Sn]Cl.O (SnCl2.H2O). Solvent: Cl (hydrogen chloride), C(C)(=O)OCC (ethyl acetate), [OH-].[Na+] (NaOH). Run at time 3.5 hour. Yields the product NC1=CC=C(S1)C(=O)OCC=C (Allyl 5-amino-2-thiophenecarboxylate). The yield is 70.6%. RXN SMILES: [N+:1]([C:4]1[S:8][C:7]([C:9]([O:11][CH2:12][CH:13]=[CH2:14])=[O:10])=[CH:6][CH:5]=1)([O-])=O.Cl[Sn]Cl.O>Cl.C(OCC)(=O)C.[OH-].[Na+]>[NH2:1][C:4]1[S:8][C:7]([C:9]([O:11][CH2:12][CH:13]=[CH2:14])=[O:10])=[CH:6][CH:5]=1 |f:1.2,5.6|. Procedure details: To a solution of allyl 5-nitro-2-thiophenecarboxylate (3.2 g, 15 mmol) in concentrated hydrogen chloride (35 ml) was added, under cooling, SnCl2.H2O (10.1 g, 45 mmol). The mixture was stirred for 3.5 hours at ambient temperature, diluted with ethyl acetate and basified to pH 10 with 5N NaOH. The organic layer was washed with water and a saturated aqueous solution of sodium chloride, dried over MgSO4 and concentrated. The residue was purified by chromatography on silica gel using a mixture of eth... Starting materials: CC(C)C(NC(=O)OCc1ccccc1)C(=O)OCCc1ccc(C(=O)OCCl)cc1, CC(C)=O, [I-], [Na+]. Yields the product CC(C)C(NC(=O)OCc1ccccc1)C(=O)OCCc1ccc(C(=O)OCI)cc1. RXN SMILES: [CH2:1]([c:2]1[cH:3][cH:4][cH:5][cH:6][cH:7]1)[O:8][C:9](=[O:10])[NH:11][CH:12]([CH:13]([CH3:14])[CH3:15])[C:16](=[O:17])[O:18][CH2:19][CH2:20][c:21]1[cH:22][cH:23][c:24]([C:25](=[O:26])[O:27][CH2:28][Cl:29])[cH:30][cH:31]1.[CH3:34][C:35](=[O:36])[CH3:37].[I-:33].[Na+:32]>>[CH2:1]([c:2]1[cH:3][cH:4][cH:5][cH:6][cH:7]1)[O:8][C:9](=[O:10])[NH:11][CH:12]([CH:13]([CH3:14])[CH3:15])[C:16](=[O:17])[O:18][CH2:19][CH2:20][c:21]1[cH:22][cH:23][c:24]([C:25](=[O:26])[O:27][CH2:28][I:33])[cH:30][cH:31]1. The reactants are CO, C=Cc1cc2c(nn1)Nc1ccccc1NC2=O, [H][H]. The product is CCc1cc2c(nn1)Nc1ccccc1NC2=O. RXN SMILES: [CH3:21][OH:22].[CH:1](=[CH2:2])[c:3]1[cH:4][c:5]2[c:6]([n:17][n:18]1)[NH:7][c:8]1[c:9]([cH:13][cH:14][cH:15][cH:16]1)[NH:10][C:11]2=[O:12].[H:19][H:20]>>[CH2:1]([CH3:2])[c:3]1[cH:4][c:5]2[c:6]([n:17][n:18]1)[NH:7][c:8]1[c:9]([cH:13][cH:14][cH:15][cH:16]1)[NH:10][C:11]2=[O:12]. Reactants: C(C)O (ethanol), CN1C(C(C(C2=CC=CC=C12)=O)=NO)=O (1-Methyl-3-Oximino-Quinolin-2,4(1H)-Dione), CN1C(C(C(C2=CC=CC=C12)=O)=NO)=O (1-Methyl-3-Oximino-Quinolin-2,4(1H)-Dione), [H][H] (hydrogen). The reagents and catalysts are [Pd] (palladium on charcoal). Run in Cl (hydrochloric acid). Yields the product CN1C(C(=C(C2=CC=CC=C12)O)O)=O (1-Methyl-3,4-Dihydroxy-2(1H)-Quinolinone). As a reaction SMILES: [CH3:1][N:2]1[C:11]2[C:6](=[CH:7][CH:8]=[CH:9][CH:10]=2)[C:5](=[O:12])[C:4](=NO)[C:3]1=[O:15].[H][H].C([OH:20])C>[Pd].Cl>[CH3:1][N:2]1[C:11]2[C:6](=[CH:7][CH:8]=[CH:9][CH:10]=2)[C:5]([OH:12])=[C:4]([OH:20])[C:3]1=[O:15]. Procedure details: A suspension of 1-methyl-3-oximino-quinolin-2,4(1H)-dione (1.7 gm, Formula 1.02, Example 1) and 10% palladium on charcoal (0.5 gm) in a mixture of ethanol (90 ml) and 2N hydrochloric acid (40 ml) was hydrogenated at atmospheric conditions. After 2.5 hrs no further uptake of hydrogen (510 ml) was observed. The reaction mixture was filtered and the solid cake was extracted with hot glacial acetic acid (2×100 ml). The combined filtrates were evaporated under reduced pressure and the produce was cry...